This data is from the Open Reaction Database (ORD), a public repository of structured organic reaction records. The task is: describe an organic reaction: reactants, conditions, products, and yield Starting materials: NCC(=O)NCC(C#CC1=CC=CC=C1)C1=CC(=C(C=C1)OC)OC1CCCC1 (4-aminomethylcarbonylamino-3-(3-cyclopentyloxy-4-methoxyphenyl)-1-phenyl-1-butyne), S(N)(O)(=O)=O (sulfamic acid). The product is C1(CCCCC1)NS(O)(=O)=O.NCC(=O)NCC(C#CC1=CC=CC=C1)C1=CC(=C(C=C1)OC)OC1CCCC1 (4-Aminomethylcarbonylamino-3-(3-cyclopentyloxy-4-methoxyphenyl)-1-phenyl-1-butyne cyclohexylsulfamate). As a reaction SMILES: [NH2:1][CH2:2][C:3]([NH:5][CH2:6][CH:7]([C:16]1[CH:21]=[CH:20][C:19]([O:22][CH3:23])=[C:18]([O:24][CH:25]2[CH2:29][CH2:28][CH2:27][CH2:26]2)[CH:17]=1)[C:8]#[C:9][C:10]1[CH:15]=[CH:14][CH:13]=[CH:12][CH:11]=1)=[O:4].[S:30](=[O:34])(=[O:33])([OH:32])[NH2:31]>>[CH:10]1([NH:31][S:30](=[O:33])(=[O:32])[OH:34])[CH2:15][CH2:14][CH2:13][CH2:12][CH2:11]1.[NH2:1][CH2:2][C:3]([NH:5][CH2:6][CH:7]([C:16]1[CH:21]=[CH:20][C:19]([O:22][CH3:23])=[C:18]([O:24][CH:25]2[CH2:29][CH2:28][CH2:27][CH2:26]2)[CH:17]=1)[C:8]#[C:9][C:10]1[CH:15]=[CH:14][CH:13]=[CH:12][CH:11]=1)=[O:4] |f:2.3|. Reported procedure: A solution of 4-t-butoxycarbonylaminomethylcarbonylamino-3-(3-cyclopentyloxy-4methoxyphenyl)-1-phenyl-1-butyne (290 mg, 0.59 mmol) in CH2Cl2 (5 ml) at 0° was treated with trifluoroacetic acid (4 ml). After 1 hr, all the solvents were evaporated. The residue was partitioned between H2O and Et2O, basified with aqueous NaOH, and the Et2O layer seperated, dried, and the solvent evaporated, and gave 4-aminomethylcarbonylamino-3-(3-cyclopentyloxy-4-methoxyphenyl)-1-phenyl-1-butyne, 200 mg (86%). The s... The reactants are O=C(O)c1ccccc1, O=C(O)c1ccccc1, CO, COCOC(CO)C(CO)CCCOS(=O)(=O)c1ccc(C)cc1, CC(C)(C)[O-], CCOC(C)=O, [K+], C1CCOC1, O. Product: COCOC(CO)C1CCCOC1. RXN SMILES: [C:12]([OH:13])(=[O:14])[c:15]1[cH:16][cH:17][cH:18][cH:19][cH:20]1.[C:3]([OH:4])(=[O:5])[c:6]1[cH:7][cH:8][cH:9][cH:10][cH:11]1.[CH3:1][OH:2].[CH3:21][O:22][CH2:23][O:24][CH:25]([CH2:26][OH:27])[CH:28]([CH2:29][OH:44])[CH2:31][CH2:32][CH2:33][O:34][S:30]([c:35]1[cH:36][cH:37][c:38]([CH3:39])[cH:40][cH:41]1)(=[O:42])=[O:43].[CH3:45][C:46]([CH3:47])([O-:48])[CH3:49].[CH3:57][CH2:58][O:59][C:60](=[O:61])[CH3:62].[K+:50].[O:52]1[CH2:53][CH2:54][CH2:55][CH2:56]1.[OH2:51]>>[CH3:21][O:22][CH2:23][O:24][CH:25]([CH2:26][OH:27])[CH:28]1[CH2:29][O:34][CH2:33][CH2:32][CH2:31]1.